Dataset: the Open Reaction Database (ORD), a public repository of structured organic reaction records. Task: describe an organic reaction: reactants, conditions, products, and yield As a reaction SMILES: [CH2:33]1[CH2:34][CH2:35][NH:36][CH2:37][CH2:38]1.[CH3:1][N:2]1[CH2:3][CH2:4][N:5]([c:8]2[cH:9][cH:10][c:11]([NH:14][c:15]3[n:16][c:17]4[n:18]([cH:19][cH:20]3)[n:21][cH:22][c:23]4[CH:24]=[O:25])[cH:12][cH:13]2)[CH2:6][CH2:7]1.[CH3:39][CH2:40][OH:41].[O:26]=[C:27]1[CH2:28][NH:29][C:30](=[O:31])[NH:32]1>>[CH3:1][N:2]1[CH2:3][CH2:4][N:5]([c:8]2[cH:9][cH:10][c:11]([NH:14][c:15]3[n:16][c:17]4[n:18]([cH:19][cH:20]3)[n:21][cH:22][c:23]4[CH:24]=[C:28]3[C:27](=[O:26])[NH:32][C:30](=[O:31])[NH:29]3)[cH:12][cH:13]2)[CH2:6][CH2:7]1. The reactants are C1CCNCC1, CN1CCN(c2ccc(Nc3ccn4ncc(C=O)c4n3)cc2)CC1, CCO, O=C1CNC(=O)N1. Yields the product CN1CCN(c2ccc(Nc3ccn4ncc(C=C5NC(=O)NC5=O)c4n3)cc2)CC1. The solvent is [OH-].[Na+] (NaOH). As a reaction SMILES: C([O:4][CH2:5][CH2:6][O:7][C:8]([N:10]1[CH2:15][CH2:14][C:13]2[C:16]([C:32]#[N:33])=[C:17]([NH:19][C:20](=[O:31])[CH2:21][CH2:22][C:23]3[CH:28]=[CH:27][CH:26]=[CH:25][C:24]=3[O:29][CH3:30])[S:18][C:12]=2[CH2:11]1)=[O:9])(=O)C>[OH-].[Na+]>[OH:4][CH2:5][CH2:6][O:7][C:8]([N:10]1[CH2:15][CH2:14][C:13]2[C:16]([C:32]#[N:33])=[C:17]([NH:19][C:20](=[O:31])[CH2:21][CH2:22][C:23]3[CH:28]=[CH:27][CH:26]=[CH:25][C:24]=3[O:29][CH3:30])[S:18][C:12]=2[CH2:11]1)=[O:9] |f:1.2|. The reactants are C(C)(=O)OCCOC(=O)N1CC2=C(CC1)C(=C(S2)NC(CCC2=C(C=CC=C2)OC)=O)C#N (3-Cyano-2-[3-(2-methoxy-phenyl)-propionylamino]-4,7-dihydro-5H-thieno[2,3-c]pyridine-6-carboxylic acid 2-acetoxy-ethyl ester). Yields the product OCCOC(=O)N1CC2=C(CC1)C(=C(S2)NC(CCC2=C(C=CC=C2)OC)=O)C#N (3-Cyano-2-[3-(2-methoxy-phenyl)-propanoylamino]-4,7-dihydro-5H-thieno[2,3-c]pyridine-6-carboxylic acid 2-hydroxy-ethyl ester). Procedure details: 3-Cyano-2-[3-(2-methoxy-phenyl)-propionylamino]-4,7-dihydro-5H-thieno[2,3-c]pyridine-6-carboxylic acid 2-acetoxy-ethyl ester (Example 31) is stirred in 1N NaOH over night at room temperature. After acidification with aqueous HCl the precipitated product is filtered off and recristalized from ethanol. Reactants: ice, C([O-])([O-])=O.[K+].[K+] (potassium carbonate), CC1(CCOC2=CC=CC=C12)CCO (2-(4-methylchroman-4-yl)ethanol), solution, BrBr (bromine), C(C)(=O)O (acetic acid), C(C)(=O)O (acetic acid). Run in O (water). Reaction conditions: time 30 minute. Yields the product BrC=1C=C2C(CCOC2=CC1)(C)CCOC(C)=O (acetic acid 2-(6-bromo-4-methylchroman-4-yl)ethyl ester). The yield is 90.0%. As a reaction SMILES: [CH3:1][C:2]1([CH2:12][CH2:13][OH:14])[C:11]2[C:6](=[CH:7][CH:8]=[CH:9][CH:10]=2)[O:5][CH2:4][CH2:3]1.[Br:15]Br.C(=O)([O-])[O-].[K+].[K+].[C:23]([OH:26])(=O)[CH3:24]>O>[Br:15][C:9]1[CH:10]=[C:11]2[C:6](=[CH:7][CH:8]=1)[O:5][CH2:4][CH2:3][C:2]2([CH2:12][CH2:13][O:14][C:23](=[O:26])[CH3:24])[CH3:1] |f:2.3.4|. Procedure: To a solution of 2.5 g (13 mmol) of 2-(4-methylchroman-4-yl)ethanol in 15 mL of acetic acid was added 7.5 mL of a 2.7 M solution of bromine in acetic acid. After 30 minutes, the reaction was poured onto an ice cold slurry of potassium carbonate in water and extracted with diethyl ether. The combined organic fractions were dried over magnesium sulfate, filtered and concentrated in vacuo. The residue was passed through a pad of silica gel using ethyl acetate-hexanes (0-30% gradient) to afford 3.6 ... The reactants are [BH4-], CCO, Cl, [Na+], CCOC(=O)C1CCC(=O)CC1, O. Product: CCOC(=O)C1CCC(O)CC1. Reaction SMILES: [BH4-:13].[CH3:16][CH2:17][OH:18].[ClH:15].[Na+:14].[O:1]=[C:2]1[CH2:3][CH2:4][CH:5]([C:8](=[O:9])[O:10][CH2:11][CH3:12])[CH2:6][CH2:7]1.[OH2:19]>>[OH:1][CH:2]1[CH2:3][CH2:4][CH:5]([C:8](=[O:9])[O:10][CH2:11][CH3:12])[CH2:6][CH2:7]1. Starting materials: C=CCC1CCC(c2cccc(F)c2F)CNC1=S, CCO, NN. Yields the product C=CCC1CCC(c2cccc(F)c2F)CNC1=NN. Reaction SMILES: [CH2:3]([CH:4]=[CH2:5])[CH:6]1[C:7](=[S:21])[NH:8][CH2:9][CH:10]([c:13]2[c:14]([F:20])[c:15]([F:19])[cH:16][cH:17][cH:18]2)[CH2:11][CH2:12]1.[CH3:22][CH2:23][OH:24].[NH2:1][NH2:2]>>[N:1]([NH2:2])=[C:7]1[CH:6]([CH2:3][CH:4]=[CH2:5])[CH2:12][CH2:11][CH:10]([c:13]2[c:14]([F:20])[c:15]([F:19])[cH:16][cH:17][cH:18]2)[CH2:9][NH:8]1. The reactants are CC[C@H]([C@H]1CC[C@@H]([C@@H](O1)[C@@H](C)[C@@H]([C@H](C)C(=O)[C@H](CC)[C@@H]2[C@H](C[C@H]([C@]3(O2)C=C[C@H]([C@@]4(O3)CC[C@@](O4)(C)[C@H]5CC[C@@]([C@@H](O5)C)(CC)O)O)C)C)O)C)C(=O)O (salinomycin). The solvent is C(C)(=O)OCC (ethyl acetate). Product: CC[C@H]([C@H]1CC[C@@H]([C@@H](O1)[C@@H](C)[C@@H]([C@H](C)C(=O)[C@H](CC)[C@@H]2[C@H](C[C@H]([C@]3(O2)C=C[C@H]([C@@]4(O3)CC[C@@](O4)(C)[C@H]5CC[C@@]([C@@H](O5)C)(CC)O)O)C)C)O)C)C(=O)O (salinomycin), CCC(C1CCC(C(O1)C(C)C(C(C)C(=O)C(CC)C2C(CC(C3(O2)C=CCC4(O3)CCC(O4)(C)C5CCC(C(O5)C)(CC)O)C)C)O)C)C(=O)O (SY-1). As a reaction SMILES: [CH3:1][CH2:2][C@@H:3]([C:51]([OH:53])=[O:52])[C@@H:4]1[O:9][C@@H:8]([C@H:10]([C@H:12]([OH:49])[C@@H:13]([C:15]([C@@H:17]([C@H:20]2[O:25][C@@:24]3([O:30][C@:29]4([O:34][C@@:33]([C@@H:36]5[O:41][C@@H:40]([CH3:42])[C@@:39]([OH:45])([CH2:43][CH3:44])[CH2:38][CH2:37]5)([CH3:35])[CH2:32][CH2:31]4)[C@H:28]([OH:46])[CH:27]=[CH:26]3)[C@H:23]([CH3:47])[CH2:22][C@@H:21]2[CH3:48])[CH2:18][CH3:19])=[O:16])[CH3:14])[CH3:11])[C@@H:7]([CH3:50])[CH2:6][CH2:5]1>C(OCC)(=O)C>[CH3:1][CH2:2][C@@H:3]([C:51]([OH:53])=[O:52])[C@@H:4]1[O:9][C@@H:8]([C@H:10]([C@H:12]([OH:49])[C@@H:13]([C:15]([C@@H:17]([C@H:20]2[O:25][C@@:24]3([O:30][C@:29]4([O:34][C@@:33]([C@@H:36]5[O:41][C@@H:40]([CH3:42])[C@@:39]([OH:45])([CH2:43][CH3:44])[CH2:38][CH2:37]5)([CH3:35])[CH2:32][CH2:31]4)[C@H:28]([OH:46])[CH:27]=[CH:26]3)[C@H:23]([CH3:47])[CH2:22][C@@H:21]2[CH3:48])[CH2:18][CH3:19])=[O:16])[CH3:14])[CH3:11])[C@@H:7]([CH3:50])[CH2:6][CH2:5]1.[CH3:1][CH2:2][CH:3]([C:51]([OH:53])=[O:52])[CH:4]1[O:9][CH:8]([CH:10]([CH:12]([OH:49])[CH:13]([C:15]([CH:17]([CH:20]2[O:25][C:24]3([O:30][C:29]4([O:34][C:33]([CH:36]5[O:41][CH:40]([CH3:42])[C:39]([OH:45])([CH2:43][CH3:44])[CH2:38][CH2:37]5)([CH3:35])[CH2:32][CH2:31]4)[CH2:28][CH:27]=[CH:26]3)[CH:23]([CH3:47])[CH2:22][CH:21]2[CH3:48])[CH2:18][CH3:19])=[O:16])[CH3:14])[CH3:11])[CH:7]([CH3:50])[CH2:6][CH2:5]1. Reported procedure: Fifty grams of the crude salinomycin powder is dissolved in ethyl acetate and applied to column (50 g of active almina, commercial product of Wako Junyaku Co.). After washing the column with one liter of ethyl acetate, salinomycin and SY-1 are eluted with a 100:5 mixture of ethyl acetate-methanol solution. The fractions containing salinomycin and SY-1 are combined and concentrated. The concentrate is diluted in 50 ml of chloroform-methand solution (100:2) and applied to the column of 300 g silic... Procedure details: To a slurry of AlCl3 (210 g, 1.6 mol) in methylene chloride (200 mL) cooled in an ice bath is added 4-chlorobutyryl chloride (121 g) dropwise while maintaining the pot temperature below 10° C. After 10 minutes, ethyl benzeneacetic acid (118 g, 0.72 mol) is added dropwise maintaining the pot temperature below 100° C. The mixture is stirred at room temperature for 1 hour, then heated to 40° C. After 4 hours, the solution is cooled to room temperature and poured onto crushed ice (2 L). Methylene ch... Run in C(Cl)Cl (Methylene chloride), O (water), C(C)O (ethanol), C(Cl)Cl (methylene chloride). Isolated yield 4.8%. The product is C1(CC1)C(=O)C1=C(C=CC=C1)CC(=O)O ((cyclopropylcarbonyl)benzeneacetic acid). Reaction SMILES: [Al+3].[Cl-].[Cl-].[Cl-].ClCCCC(Cl)=O.C(C1C=CC=CC=1CC(O)=O)C.C([C:26]1[CH:31]=[CH:30][C:29]([CH2:32][C:33]([OH:35])=[O:34])=[C:28]([C:36](=[O:41])[CH2:37][CH2:38][CH2:39]Cl)[CH:27]=1)C.[Li+].[OH-]>C(Cl)Cl.O.C(O)C>[CH:37]1([C:36]([C:28]2[CH:27]=[CH:26][CH:31]=[CH:30][C:29]=2[CH2:32][C:33]([OH:35])=[O:34])=[O:41])[CH2:38][CH2:39]1 |f:0.1.2.3,7.8|. Run at time 10 minute. The reactants are ice, C(C)C1=CC(=C(C=C1)CC(=O)O)C(CCCCl)=O (para ethyl (4-chloro-1-oxobutyl)benzene acetic acid), [Li+].[OH-] (LiOH), C(C)C1=CC(=C(C=C1)CC(=O)O)C(CCCCl)=O (para ethyl (4-chloro-1-oxobutyl)benzene acetic acid), ClCCCC(=O)Cl (4-chlorobutyryl chloride), C(C)C1=C(C=CC=C1)CC(=O)O (ethyl benzeneacetic acid), [Al+3].[Cl-].[Cl-].[Cl-] (AlCl3). Reactants: ClC1=C2C=CC=NC2=C(N=C1OCC)N (5-chloro-6-ethoxy-1,7-naphthyridin-8-amine), C(=O)(O)[O-].[Na+] (NaHCO3), [Al+3].[Cl-].[Cl-].[Cl-] (AlCl3), N1=CC=CC=C1.F (hydrogen fluoride pyridine), N(=O)[O-].[Na+] (sodium nitrite). The solvent is O (water). Conditions: temperature 0 celsius. Yields the product ClC1=C2C=CC=NC2=C(N=C1O)F (5-chloro-8-fluoro-1,7-naphthyridin-6-ol). Isolated yield 88.0%. As a reaction SMILES: [Cl:1][C:2]1[C:11]([O:12]CC)=[N:10][C:9](N)=[C:8]2[C:3]=1[CH:4]=[CH:5][CH:6]=[N:7]2.N1C=CC=CC=1.[FH:22].N([O-])=O.[Na+].C([O-])(O)=O.[Na+].[Al+3].[Cl-].[Cl-].[Cl-]>O>[Cl:1][C:2]1[C:11]([OH:12])=[N:10][C:9]([F:22])=[C:8]2[C:3]=1[CH:4]=[CH:5][CH:6]=[N:7]2 |f:1.2,3.4,5.6,7.8.9.10|. Procedure: To a 25 mL round bottom flask was added 5-chloro-6-ethoxy-1,7-naphthyridin-8-amine (1.03 mmol), followed by hydrogen fluoride pyridine (5 mL). The solution was cooled to 0° C., then sodium nitrite (1.23 mmol) was added in portions. The mixture was warmed to room temperature over a period of 1 h. The reaction was then neutralized with saturated NaHCO3 and extracted with ethyl acetate. The organic layer was washed with brine, dried over Na2SO4 and concentrated. The resultant crude residue was diss...